From a dataset of the Open Reaction Database (ORD), a public repository of structured organic reaction records. describe an organic reaction: reactants, conditions, products, and yield Product: COC(=O)c1ccc(C=O)[se]1. Starting materials: CC(=O)O, COC(=O)c1ccc(C)[se]1, O, O=[Se]=O. Reaction SMILES: [CH3:15][C:16](=[O:17])[OH:18].[CH3:1][c:2]1[cH:3][cH:4][c:5]([C:7](=[O:8])[O:9][CH3:10])[se:6]1.[OH2:14].[Se:11](=[O:12])=[O:13]>>[CH:1]([c:2]1[cH:3][cH:4][c:5]([C:7](=[O:8])[O:9][CH3:10])[se:6]1)=[O:12]. Starting materials: Cl.CN(CCCN=C=NCC)C (N-[3-(dimethylamino)propyl]-N′-ethylcarbodiimide hydrochloride), C(CC(O)(C(=O)O)CC(=O)O)(=O)O (citric acid), CN1N=C(C=C1SC)C(C(=O)O)CC1CCOCC1 (2-[1-methyl-5-(methylsulfanyl)-1H-pyrazol-3-yl]-3-(tetrahydro-2H-pyran-4-yl)propanoic acid), Cl.CONC (N-methoxymethanamine hydrochloride), N1(N=NC2=C1C=CC=C2)O (1H-1,2,3-benzotriazol-1-ol). Solvent: CN(C=O)C (N,N-dimethylformamide), C(C)N(CC)CC (triethylamine). Conditions: time 8 hour. The product is CON(C(C(CC1CCOCC1)C1=NN(C(=C1)SC)C)=O)C (N-methoxy-N-methyl-2-[1-methyl-5-(methylsulfanyl)-1H-pyrazol-3-yl]-3-(tetrahydro-2H-pyran-4-yl)propanamide). Isolated yield 63.7%. As a reaction SMILES: [CH3:1][N:2]1[C:6]([S:7][CH3:8])=[CH:5][C:4]([CH:9]([CH2:13][CH:14]2[CH2:19][CH2:18][O:17][CH2:16][CH2:15]2)[C:10]([OH:12])=O)=[N:3]1.Cl.[CH3:21][O:22][NH:23][CH3:24].N1(O)C2C=CC=CC=2N=N1.Cl.CN(C)CCCN=C=NCC.C(O)(=O)CC(CC(O)=O)(C(O)=O)O>CN(C)C=O.C(N(CC)CC)C>[CH3:21][O:22][N:23]([CH3:24])[C:10](=[O:12])[CH:9]([C:4]1[CH:5]=[C:6]([S:7][CH3:8])[N:2]([CH3:1])[N:3]=1)[CH2:13][CH:14]1[CH2:19][CH2:18][O:17][CH2:16][CH2:15]1 |f:1.2,4.5|. Procedure details: To a mixture of 2-[1-methyl-5-(methylsulfanyl)-1H-pyrazol-3-yl]-3-(tetrahydro-2H-pyran-4-yl)propanoic acid (1.09 g), N-methoxymethanamine hydrochloride (0.75 g), 1H-1,2,3-benzotriazol-1-ol (0.70 g), triethylamine (1.1 mL) and N,N-dimethylformamide (10 mL) was added N-[3-(dimethylamino)propyl]-N′-ethylcarbodiimide hydrochloride (0.88 g) at 0° C., and the mixture was stirred overnight at room temperature. To the reaction mixture was added 10% aqueous citric acid solution, and the mixture was extra... Starting materials: N#Cc1ccc(CBr)cc1, CS, Cc1ccccc1, CC#N, [Na], O. The product is CSCc1ccc(C#N)cc1. RXN SMILES: [C:4](#[N:5])[c:6]1[cH:7][cH:8][c:9]([CH2:10][Br:11])[cH:12][cH:13]1.[CH3:15][SH:16].[CH3:18][c:19]1[cH:20][cH:21][cH:22][cH:23][cH:24]1.[CH3:1][C:2]#[N:3].[Na:14].[OH2:17]>>[C:4](#[N:5])[c:6]1[cH:7][cH:8][c:9]([CH2:10][S:16][CH3:15])[cH:12][cH:13]1. Starting materials: CC(C)([O-])C.[K+] (potassium tert-butoxide), ClC1=NC(=NC(=C1)Cl)SCC1=C(C(=CC=C1)F)F (4,6-Dichloro-2-[(2,3-difluorobenzyl)thio]pyrimidine), product, CC(C)([O-])C.[K+] (potassium tert-butoxide). The solvent is C1CCOC1 (THF), O (H2O). Reaction conditions: time 20 hour. Product: ClC1=NC(=NC(=C1)OC(C)(C)C)SCC1=C(C(=CC=C1)F)F (4-chloro-2-[[(2,3-difluorophenyl)methyl]thio]-6-(1,1-dimethylethoxy)-pyrimidine). As a reaction SMILES: Cl[C:2]1[CH:7]=[C:6]([Cl:8])[N:5]=[C:4]([S:9][CH2:10][C:11]2[CH:16]=[CH:15][CH:14]=[C:13]([F:17])[C:12]=2[F:18])[N:3]=1.[CH3:19][C:20]([CH3:23])([O-:22])[CH3:21].[K+]>C1COCC1.O>[Cl:8][C:6]1[CH:7]=[C:2]([O:22][C:20]([CH3:23])([CH3:21])[CH3:19])[N:3]=[C:4]([S:9][CH2:10][C:11]2[CH:16]=[CH:15][CH:14]=[C:13]([F:17])[C:12]=2[F:18])[N:5]=1 |f:1.2|. Procedure details: To a solution of 4,6-Dichloro-2-[(2,3-difluorobenzyl)thio]pyrimidine (the product of example 1 step ii) (2 g) in THF (20 mL) was added potassium tert-butoxide (0.8 g) and the reaction mixture was stirred at ambient temperature for 20 h. Further potassium tert-butoxide (0.8 g) was added and the reaction mixture was stirred at ambient temperature for 4 h. The mixture was diluted with H2O and extracted with EtOAc (×3). The combined organic layers were washed with H2O and dried (MgSO4), filtered and... Reactants: O (water), FC=1C=C(C=2C3=C(NC2C1)[C@]1(CCCN1CC3=O)C)C(=O)OC ((R)-methyl 9-fluoro-11b-methyl-6-oxo-2,3,5,6,11,11b-hexahydro-1H-indolizino[8,7-b]indole-7-carboxylate), C(C)(=O)O (acetic acid), O.NN (hydrazine hydrate). The solvent is CO (methanol). Conditions: time 5 hour. Product: FC=1C=C2C=3C=4C(CN5[C@@](C4NC3C1)(CCC5)C)=NNC2=O ((R)-2-fluoro-10a-methyl-7,8,9,10,10a,11-hexahydro-5,6,7a,11-tetraazacyclohepta[def]cyclopenta[a]fluoren-4(5H)-one). The yield is 94.3%. Reaction SMILES: [F:1][C:2]1[CH:3]=[C:4]([C:20](OC)=[O:21])[C:5]2[C:6]3[C:17](=O)[CH2:16][N:15]4[C@:11]([CH3:19])([CH2:12][CH2:13][CH2:14]4)[C:7]=3[NH:8][C:9]=2[CH:10]=1.C(O)(=O)C.O.[NH2:29][NH2:30].O>CO>[F:1][C:2]1[CH:3]=[C:4]2[C:20](=[O:21])[NH:30][N:29]=[C:17]3[CH2:16][N:15]4[CH2:14][CH2:13][CH2:12][C@:11]4([CH3:19])[C:7]4[NH:8][C:9]([CH:10]=1)=[C:5]2[C:6]=43 |f:2.3|. Procedure details: A solution of compound (R)-methyl 9-fluoro-11b-methyl-6-oxo-2,3,5,6,11,11b-hexahydro-1H-indolizino[8,7-b]indole-7-carboxylate (90 mg), acetic acid (0.54 g), and hydrazine hydrate (0.28 g) in methanol (30 mL) was heated at reflux. After 5 h, the reaction was cooled and water (5 mL) was added. The mixture was extracted with EtOAc (3×5 mL). The combined organic layers were washed with brine (10 mL) and dried over MgSO4. The mixture was filtered, and the filtrate was evaporated to dryness, and the r... Reactants: C(C)(C)(C)C=1C=C2C=NN(C(C2=C(C1)F)=O)C1=C(C=O)C(=CC=N1)Cl (2-(6-tert-Butyl-8-fluoro-1-oxophthalazin-2(1H)-yl)-4-chloronicotinaldehyde), C(C)(=O)N1CC=2N(CC1)N=C(C2)NC=2C(N(C=C(C2)B2OC(C(O2)(C)C)(C)C)C)=O (3-(5-Acetyl-4,5,6,7-tetrahydropyrazolo[1,5-a]pyrazin-2-ylamino)-1-methyl-5-(4,4,5,5-tetramethyl-1,3,2-dioxaborolan-2-yl)pyridin-2(1H)-one). Product: C(C)(=O)N1CC=2N(CC1)N=C(C2)NC2=CC(=CN(C2=O)C)C2=CC=NC(=C2C=O)N2C(C1=C(C=C(C=C1C=N2)C(C)(C)C)F)=O (4-(5-(5-Acetyl-4,5,6,7-tetrahydropyrazolo[1,5-a]pyrazin-2-ylamino)-1-methyl-6-oxo-1,6-dihydropyridin-3-yl)-2-(6-tert-butyl-8-fluoro-1-oxophthalazin-2(1H)-yl)nicotinaldehyde), solid. Isolated yield 86.0%. As a reaction SMILES: [C:1]([C:5]1[CH:6]=[C:7]2[C:12](=[C:13]([F:15])[CH:14]=1)[C:11](=[O:16])[N:10]([C:17]1[N:24]=[CH:23][CH:22]=[C:21](Cl)[C:18]=1[CH:19]=[O:20])[N:9]=[CH:8]2)([CH3:4])([CH3:3])[CH3:2].[C:26]([N:29]1[CH2:34][CH2:33][N:32]2[N:35]=[C:36]([NH:38][C:39]3[C:40](=[O:55])[N:41]([CH3:54])[CH:42]=[C:43](B4OC(C)(C)C(C)(C)O4)[CH:44]=3)[CH:37]=[C:31]2[CH2:30]1)(=[O:28])[CH3:27]>>[C:26]([N:29]1[CH2:34][CH2:33][N:32]2[N:35]=[C:36]([NH:38][C:39]3[C:40](=[O:55])[N:41]([CH3:54])[CH:42]=[C:43]([C:21]4[C:18]([CH:19]=[O:20])=[C:17]([N:10]5[N:9]=[CH:8][C:7]6[C:12](=[C:13]([F:15])[CH:14]=[C:5]([C:1]([CH3:4])([CH3:3])[CH3:2])[CH:6]=6)[C:11]5=[O:16])[N:24]=[CH:23][CH:22]=4)[CH:44]=3)[CH:37]=[C:31]2[CH2:30]1)(=[O:28])[CH3:27]. Procedure details: Following the procedure described in Example 123d, and starting with 2-(6-tert-butyl-8-fluoro-1-oxophthalazin-2(1H)-yl)-4-chloronicotinaldehyde 103b (200 mg, 0.57 mmol) and 124h (343 mg, 0.83 mmol), 124i was obtained as a yellow solid (300 mg, 86%). MS-ESI: [M+H]+ 611.3 Starting materials: O=C([O-])[O-], CNC(=O)c1c(C)n(C)c2cc(O)ccc12, COC1CN(C(=O)c2cc3nccc(Cl)c3s2)CC1OC, [Cs+], [Cs+]. Yields the product CNC(=O)c1c(C)n(C)c2cc(Oc3ccnc4cc(C(=O)N5CC(OC)C(OC)C5)sc34)ccc12. As a reaction SMILES: [C:38](=[O:39])([O-:40])[O-:41].[CH3:22][NH:23][C:24](=[O:25])[c:26]1[c:27]([CH3:37])[n:28]([CH3:36])[c:29]2[cH:30][c:31]([OH:35])[cH:32][cH:33][c:34]12.[Cl:1][c:2]1[c:3]2[c:4]([n:5][cH:6][cH:7]1)[cH:8][c:9]([C:11](=[O:12])[N:13]1[CH2:14][CH:15]([O:20][CH3:21])[CH:16]([O:18][CH3:19])[CH2:17]1)[s:10]2.[Cs+:42].[Cs+:43]>>[c:2]1([O:35][c:31]2[cH:30][c:29]3[n:28]([CH3:36])[c:27]([CH3:37])[c:26]([C:24]([NH:23][CH3:22])=[O:25])[c:34]3[cH:33][cH:32]2)[c:3]2[c:4]([n:5][cH:6][cH:7]1)[cH:8][c:9]([C:11](=[O:12])[N:13]1[CH2:14][CH:15]([O:20][CH3:21])[CH:16]([O:18][CH3:19])[CH2:17]1)[s:10]2. The reactants are CC1=CC=C2C(C(=CNC2=N1)C(=O)O)=O (1,4-Dihydro-7-methyl-4-oxo-1,8-naphthyridine-3-carboxylic acid), N,N'-carbonyldiimidazole, NC1=NN=NN1 (5-Amino-1H-tetrazole). RXN SMILES: [CH3:1][C:2]1[N:11]=[C:10]2[C:5]([C:6](=[O:15])[C:7]([C:12]([OH:14])=O)=[CH:8][NH:9]2)=[CH:4][CH:3]=1.[NH2:16][C:17]1[NH:21][N:20]=[N:19][N:18]=1>CN(C)C=O>[CH3:1][C:2]1[N:11]=[C:10]2[C:5]([C:6](=[O:15])[C:7]([C:12]([NH:16][C:17]3[NH:21][N:20]=[N:19][N:18]=3)=[O:14])=[CH:8][NH:9]2)=[CH:4][CH:3]=1. The product is CC1=CC=C2C(C(=CNC2=N1)C(=O)NC1=NN=NN1)=O (1,4-Dihydro-7-methyl-4-oxo-N(1H-tetrazol-5-yl)-1,8-naphthyridine-3-carboxamide). Run in CN(C=O)C (dimethylformamide). Procedure: 1,4-Dihydro-7-methyl-4-oxo-1,8-naphthyridine-3-carboxylic acid (4 g) and N,N'-carbonyldiimidazole (3.5 g) in dimethylformamide (40 ml) were heated at 80° for 6 hours. 5-Amino-1H-tetrazole (2.5 g) was added and the mixture was stirred and heated at 80° for 1.5 hours. The solid was collected and dissolved in aqueous sodium hydroxide. The solution was acidified with glacial acetic acid and the solid was collected and dried. It had m.p. 344°-345.5°, (47%)